From a dataset of the Open Reaction Database (ORD), a public repository of structured organic reaction records. describe an organic reaction: reactants, conditions, products, and yield Procedure: N-acetoacetyl-L-aspartic acid, 21.7 parts, was mixed with 30 parts by volume of n-butyl acetate and 10.7 parts acetic anhydride. A solution of 0.20 parts anhydrous magnesium acetate in 2.0 parts by volume of glacial acetic acid was added and the slurry was stirred for 30 minutes at 25° C. The mixture was stirred for 2.5 hours at 40°-50° C. and then was cooled to 25° C. The solid was collected on a filter under nitrogen, it was rinsed with n-butyl acetate, and then was dried at 0.1 mm to afford 1... As a reaction SMILES: [C:1]([NH:7][C@H:8]([C:13]([OH:15])=[O:14])[CH2:9][C:10]([OH:12])=O)(=[O:6])[CH2:2][C:3]([CH3:5])=[O:4].C(OCCCC)(=O)C.C(OC(=O)C)(=O)C.C([O-])(=O)C.[Mg+2].C([O-])(=O)C>C(O)(=O)C>[C:1]([NH:7][C@@H:8]1[C:13](=[O:14])[O:15][C:10](=[O:12])[CH2:9]1)(=[O:6])[CH2:2][C:3]([CH3:5])=[O:4] |f:3.4.5|. Reaction conditions: temperature 25 celsius, time 30 minute. Run in C(C)(=O)O (acetic acid). Reactants: C(CC(=O)C)(=O)N[C@@H](CC(=O)O)C(=O)O (N-acetoacetyl-L-aspartic acid), C(C)(=O)OCCCC (n-butyl acetate), C(C)(=O)OC(C)=O (acetic anhydride), C(C)(=O)[O-].[Mg+2].C(C)(=O)[O-] (magnesium acetate). The product is 19.3, C(CC(=O)C)(=O)N[C@H]1CC(=O)OC1=O (N-acetoacetyl-L-aspartic anhydride).